From a dataset of the Open Reaction Database (ORD), a public repository of structured organic reaction records. describe an organic reaction: reactants, conditions, products, and yield Reactants: C1CCOC1, CCC(C)Nc1cc(C(=O)OC)cc(N2CCCCS2(=O)=O)n1, [Li+], [OH-]. The product is CCC(C)Nc1cc(C(=O)O)cc(N2CCCCS2(=O)=O)n1. Reaction SMILES: [CH2:26]1[O:27][CH2:28][CH2:29][CH2:30]1.[CH3:3][O:4][C:5]([c:6]1[cH:7][c:8]([NH:20][CH:21]([CH3:22])[CH2:23][CH3:24])[n:9][c:10]([N:12]2[S:13](=[O:18])(=[O:19])[CH2:14][CH2:15][CH2:16][CH2:17]2)[cH:11]1)=[O:25].[Li+:1].[OH-:2]>>[O:4]=[C:5]([c:6]1[cH:7][c:8]([NH:20][CH:21]([CH3:22])[CH2:23][CH3:24])[n:9][c:10]([N:12]2[S:13](=[O:18])(=[O:19])[CH2:14][CH2:15][CH2:16][CH2:17]2)[cH:11]1)[OH:25].